From a dataset of the Open Reaction Database (ORD), a public repository of structured organic reaction records. describe an organic reaction: reactants, conditions, products, and yield Reaction SMILES: [CH2:2]([c:3]1[cH:4][cH:5][cH:6][cH:7][cH:8]1)[NH+:9]([CH2:10][CH2:11][O:12][CH:13]1[CH2:14][O:15][c:16]2[c:17]([cH:37][cH:38][cH:39][cH:40]2)-[c:18]2[n:19]([c:21]3[cH:22][c:23]([C:34](=[O:35])[OH:36])[cH:24][cH:25][c:26]3[c:27]2[CH:28]2[CH2:29][CH2:30][CH2:31][CH2:32][CH2:33]2)[CH2:20]1)[CH3:41].[CH3:42][C:43](=[O:44])[Cl:45].[CH3:46][OH:47].[Cl-:1]>>[CH2:2]([c:3]1[cH:4][cH:5][cH:6][cH:7][cH:8]1)[N:9]([CH2:10][CH2:11][O:12][CH:13]1[CH2:14][O:15][c:16]2[c:17]([cH:37][cH:38][cH:39][cH:40]2)-[c:18]2[n:19]([c:21]3[cH:22][c:23]([C:34]([O:35][CH3:42])=[O:36])[cH:24][cH:25][c:26]3[c:27]2[CH:28]2[CH2:29][CH2:30][CH2:31][CH2:32][CH2:33]2)[CH2:20]1)[CH3:41]. Yields the product COC(=O)c1ccc2c(C3CCCCC3)c3n(c2c1)CC(OCCN(C)Cc1ccccc1)COc1ccccc1-3. Reactants: C[NH+](CCOC1COc2ccccc2-c2c(C3CCCCC3)c3ccc(C(=O)O)cc3n2C1)Cc1ccccc1, CC(=O)Cl, CO, [Cl-]. The reactants are [NH4+].[Cl-] (NH4Cl), BrC1=NC(=CC(=C1)S(=O)(=O)C1=CC=C(C=C1)[N+](=O)[O-])Br (2,6-dibromo-4-(4-nitrobenzenesulphonyl)-pyridine). The reagents and catalysts are [Fe] (iron). Run in O (water), CO (methanol), O1CCOCC1 (dioxane). The product is BrC1=NC(=CC(=C1)S(=O)(=O)C1=CC=C(C=C1)N)Br (4-(2,6-dibromopyridine-4-sulphonyl)-phenylamine). Yield: 81.4%. Reaction SMILES: [Br:1][C:2]1[CH:7]=[C:6]([S:8]([C:11]2[CH:16]=[CH:15][C:14]([N+:17]([O-])=O)=[CH:13][CH:12]=2)(=[O:10])=[O:9])[CH:5]=[C:4]([Br:20])[N:3]=1.[NH4+].[Cl-]>CO.O1CCOCC1.O.[Fe]>[Br:1][C:2]1[CH:7]=[C:6]([S:8]([C:11]2[CH:12]=[CH:13][C:14]([NH2:17])=[CH:15][CH:16]=2)(=[O:9])=[O:10])[CH:5]=[C:4]([Br:20])[N:3]=1 |f:1.2|. Procedure: 22.30 g (0.052 mol) of 2,6-dibromo-4-(4-nitrobenzenesulphonyl)-pyridine were suspended in a mixture of 275 ml of methanol and 275 ml of dioxane, treated with 22.30 g of powdered iron and a solution of 22.30 g of NH4Cl in 550 ml of water and heated at reflux for 1.5 hrs. Then, the organic solvents were distilled off on a rotary evaporator and the residue was diluted with 1.0 l of dichloromethane and suction filtered. The filter material was suspended in a mixture of 250 ml of methanol and 250 ml ... The reactants are CC(C)(C)[Si](Cl)(c1ccccc1)c1ccccc1, OCC=CCO, [H-], [Na+], C1CCOC1. Yields the product CC(C)(C)[Si](OCC=CCO)(c1ccccc1)c1ccccc1. RXN SMILES: [C:9]([CH3:10])([CH3:11])([CH3:12])[Si:13]([c:14]1[cH:15][cH:16][cH:17][cH:18][cH:19]1)([c:20]1[cH:21][cH:22][cH:23][cH:24][cH:25]1)[Cl:26].[CH2:3]([CH:4]=[CH:5][CH2:6][OH:7])[OH:8].[H-:2].[Na+:1].[O:27]1[CH2:28][CH2:29][CH2:30][CH2:31]1>>[CH2:3]([CH:4]=[CH:5][CH2:6][O:7][Si:13]([C:9]([CH3:10])([CH3:11])[CH3:12])([c:14]1[cH:15][cH:16][cH:17][cH:18][cH:19]1)[c:20]1[cH:21][cH:22][cH:23][cH:24][cH:25]1)[OH:8]. Reactants: BrC=1C=C(C=C(C1)Br)O (3,5-dibromophenol), N#N (N2), tetrakis(triphenylphospine)palladium(II), C1(=CC=CC=C1)C#CC1=CC=C(C=C1)B(O)O (4-(Phenylethynyl)phenyl boronic acid), C(=O)([O-])[O-].[Na+].[Na+] (Na2CO3), N#N (N2). Solvent: C(Cl)Cl (methylene chloride), O (water), C1(=CC=CC=C1)C.C(C)O (toluene ethanol). Conditions: temperature 85 celsius. Product: C1(=CC=CC=C1)C#CC1=CC=C(C=C1)C=1C=C(C=C(C1)C1=CC=C(C=C1)C#CC1=CC=CC=C1)O (3,5-bis(4-(phenylethynyl)phenyl)phenol). RXN SMILES: [C:1]1([C:7]#[C:8][C:9]2[CH:14]=[CH:13][C:12](B(O)O)=[CH:11][CH:10]=2)[CH:6]=[CH:5][CH:4]=[CH:3][CH:2]=1.Br[C:19]1[CH:20]=[C:21](O)[CH:22]=[C:23](Br)[CH:24]=1.[C:27]([O-:30])([O-])=O.[Na+].[Na+].N#N>C1(C)C=CC=CC=1.C(O)C.C(Cl)Cl.O>[C:1]1([C:7]#[C:8][C:9]2[CH:14]=[CH:13][C:12]([C:10]3[CH:11]=[C:27]([OH:30])[CH:13]=[C:14]([C:24]4[CH:23]=[CH:22][C:21]([C:8]#[C:7][C:1]5[CH:2]=[CH:3][CH:4]=[CH:5][CH:6]=5)=[CH:20][CH:19]=4)[CH:9]=3)=[CH:11][CH:10]=2)[CH:6]=[CH:5][CH:4]=[CH:3][CH:2]=1 |f:2.3.4,6.7|. Procedure: 4-(Phenylethynyl)phenyl boronic acid (4.65 g, 20.9 mmol) was dissolved in 100 mL of toluene/ethanol (4:1 (v/v)), 3,5-dibromophenol (2.52 g, 10 mmol) was added, and then 20 mL of 2 M Na2CO3 (aqueous) was added. The resulting mixture was treated with 3 cycles of evacuation and refilling with N2. Solid tetrakis(triphenylphospine)palladium(II) (Pd(PPh3)4) (232 mg) was then added, followed by 3 more cycles of evacuation and refilling with N2. The reaction mixture was then heated to 85° C. in an oil b... Run in O (water), C(C)(=O)O (acetic acid), O (water), O (water). RXN SMILES: [Cl:1][C:2]1[CH:7]=[CH:6][C:5]([N:8]2[CH2:12][CH2:11][NH:10][C:9]2=[O:13])=[CH:4][CH:3]=1.[N:14]([O-])=[O:15].[Na+]>C(O)(=O)C.O>[Cl:1][C:2]1[CH:3]=[CH:4][C:5]([N:8]2[CH2:12][CH2:11][N:10]([N:14]=[O:15])[C:9]2=[O:13])=[CH:6][CH:7]=1 |f:1.2|. Procedure details: In a solution of glacial acetic acid (2750 ml) and water (250 ml) was dissolved 150 g (0.75 mol) of 1-(4-chlorophenyl)-2-imidazolidinone with heating. The solution was cooled to room temperature, and sodium nitrite (70 g, 1.0 mol) in water (200 ml) was added dropwise over 1 hour. The mixture was stirred for another 6 hours, diluted with water (1.5 l.) and the product (137 g, 81%) was collected, m.p. 154°-156°. Yields the product ClC1=CC=C(C=C1)N1C(N(CC1)N=O)=O (1-(4-Chlorophenyl)-3-nitroso-2-imidazolidinone). Conditions: time 6 hour. Reactants: N(=O)[O-].[Na+] (sodium nitrite), ClC1=CC=C(C=C1)N1C(NCC1)=O (1-(4-chlorophenyl)-2-imidazolidinone). The reactants are C(C)OC(=O)NC1=C(CCCCC1)C(=O)OC (methyl 2-[(ethoxycarbonyl)amino]-1-cycloheptene-1-carboxylate), C[O-].[Na+] (sodium methoxide). Product: NC1=C(CCCCC1)C(=O)OC (methyl 2-amino-1-cycloheptene-1-carboxylate). Isolated yield 73.9%. Reaction SMILES: C(OC([NH:6][C:7]1[CH2:13][CH2:12][CH2:11][CH2:10][CH2:9][C:8]=1[C:14]([O:16][CH3:17])=[O:15])=O)C.C[O-].[Na+]>>[NH2:6][C:7]1[CH2:13][CH2:12][CH2:11][CH2:10][CH2:9][C:8]=1[C:14]([O:16][CH3:17])=[O:15] |f:1.2|. Procedure details: Using the method of Example 1 Part B, methyl 2-[(ethoxycarbonyl)amino]-1-cycloheptene-1-carboxylate (59 g, 0.24 mole) was reacted with sodium methoxide to provide 30 g of methyl 2-amino-1-cycloheptene-1-carboxylate as an off white solid. Reactants: COC(=O)C1CCC(c2nc(-c3cccc(OCc4c(F)cccc4F)c3)c3c(N)nccn23)CC1, NC(=O)C1CCC(c2nc(-c3cccc(OCc4ccccc4)c3)c3c(N)nccn23)CC1. The product is NC(=O)C1CCC(c2nc(-c3cccc(OCc4c(F)cccc4F)c3)c3c(N)nccn23)CC1. Reaction SMILES: [CH3:34][O:35][C:36](=[O:37])[CH:38]1[CH2:39][CH2:40][CH:41]([c:44]2[n:45][c:46](-[c:54]3[cH:55][c:56]([O:60][CH2:61][c:62]4[c:63]([F:69])[cH:64][cH:65][cH:66][c:67]4[F:68])[cH:57][cH:58][cH:59]3)[c:47]3[n:48]2[cH:49][cH:50][n:51][c:52]3[NH2:53])[CH2:42][CH2:43]1.[NH2:1][c:2]1[c:3]2[n:4]([c:5]([CH:6]3[CH2:7][CH2:8][CH:9]([C:10]([NH2:11])=[O:12])[CH2:13][CH2:14]3)[n:15][c:16]2-[c:17]2[cH:18][cH:19][cH:20][c:21]([O:22][CH2:23][c:24]3[cH:25][cH:26][cH:27][cH:28][cH:29]3)[cH:30]2)[cH:31][cH:32][n:33]1>>[NH2:1][C:36](=[O:35])[CH:38]1[CH2:39][CH2:40][CH:41]([c:44]2[n:45][c:46](-[c:54]3[cH:55][c:56]([O:60][CH2:61][c:62]4[c:63]([F:69])[cH:64][cH:65][cH:66][c:67]4[F:68])[cH:57][cH:58][cH:59]3)[c:47]3[n:48]2[cH:49][cH:50][n:51][c:52]3[NH2:53])[CH2:42][CH2:43]1. Starting materials: OCN1C(C(=C(C1=O)C1=CN(C2=CC(=CC=C12)[N+](=O)[O-])C)C1=CN(C2=CC=CC=C12)C)=O (1-hydroxymethyl-3-(1-methyl-1H-indol-3-yl)-4-(1-methyl-6-nitro-1H-indol-3-yl)-pyrrole-2,5-dione), ClC(=O)OCC=C (allyl chloroformate), N12CCCN=C2CCC1 (1,5-diazabicyclo(4.3.0)non-5-ene). Reagents/catalysts: CN(C1=CC=NC=C1)C (4-dimethylaminopyridine). The solvent is C1CCOC1 (THF). Conditions: temperature 20 celsius, time 14 hour. Product: CN1C=C(C2=CC=CC=C12)C=1C(N(C(C1C1=CN(C2=CC(=CC=C12)[N+](=O)[O-])C)=O)COC(OCC=C)=O)=O (carbonic acid allyl ester 3-(1-methyl-1H-indol-3-yl)-4-(1-methyl-6-nitro-1H-indol-3-yl)-2,5-dioxo-2,5-dihydro-pyrrol-1-ylmethyl ester). Reaction SMILES: [OH:1][CH2:2][N:3]1[C:7](=[O:8])[C:6]([C:9]2[C:17]3[C:12](=[CH:13][C:14]([N+:18]([O-:20])=[O:19])=[CH:15][CH:16]=3)[N:11]([CH3:21])[CH:10]=2)=[C:5]([C:22]2[C:30]3[C:25](=[CH:26][CH:27]=[CH:28][CH:29]=3)[N:24]([CH3:31])[CH:23]=2)[C:4]1=[O:32].Cl[C:34]([O:36][CH2:37][CH:38]=[CH2:39])=[O:35].N12CCCC1=NCCC2>C1COCC1.CN(C)C1C=CN=CC=1>[CH3:31][N:24]1[C:25]2[C:30](=[CH:29][CH:28]=[CH:27][CH:26]=2)[C:22]([C:5]2[C:4](=[O:32])[N:3]([CH2:2][O:1][C:34](=[O:35])[O:36][CH2:37][CH:38]=[CH2:39])[C:7](=[O:8])[C:6]=2[C:9]2[C:17]3[C:12](=[CH:13][C:14]([N+:18]([O-:20])=[O:19])=[CH:15][CH:16]=3)[N:11]([CH3:21])[CH:10]=2)=[CH:23]1. Procedure: A solution of 200 mg (0.47 mmole) of 1-hydroxymethyl-3-(1-methyl-1H-indol-3-yl)-4-(1-methyl-6-nitro-1H-indol-3-yl)-pyrrole-2,5-dione, prepared as in the example 1a, was dissolved in 90 ml of THF and treated with 300 mg (2.5 mmol) of 4-dimethylaminopyridine (DMAP). To this solution at 5° C. was added 90 mg (0.75 mmole) of allyl chloroformate. While still cool, 300 mg (2.4 mmol) of 1,5-diazabicyclo(4.3.0)non-5-ene (DBN) (Aldrich) was added dropwise. This was stirred for 14 hours at 20° C. The solv... Reactants: O (water), C(C1=CC=CC=C1)N1CCC(=CC1)CO ((1-benzyl-1,2,3,6-tetrahydro-pyridin-4-yl)-methanol), [H-].[Na+] (NaH), C(C1=CC=CC=C1)Br (benzyl bromide). Solvent: O1CCCC1 (tetrahydrofuran). Run at time 30 minute. Yields the product C(C1=CC=CC=C1)N1CCC(=CC1)COCC1=CC=CC=C1 (1-benzyl-4-benzyloxymethyl-1,2,3,6-tetrahydropyridine). Yield: 35.1%. RXN SMILES: [CH2:1]([N:8]1[CH2:13][CH:12]=[C:11]([CH2:14][OH:15])[CH2:10][CH2:9]1)[C:2]1[CH:7]=[CH:6][CH:5]=[CH:4][CH:3]=1.[H-].[Na+].[CH2:18](Br)[C:19]1[CH:24]=[CH:23][CH:22]=[CH:21][CH:20]=1.O>O1CCCC1>[CH2:1]([N:8]1[CH2:9][CH:10]=[C:11]([CH2:14][O:15][CH2:18][C:19]2[CH:24]=[CH:23][CH:22]=[CH:21][CH:20]=2)[CH2:12][CH2:13]1)[C:2]1[CH:7]=[CH:6][CH:5]=[CH:4][CH:3]=1 |f:1.2|. Procedure details: 1.016 g (0.0050 mol) of (1-benzyl-1,2,3,6-tetrahydro-pyridin-4-yl)-methanol were added to a suspension of 0.20 g (0.0050 mol) of NaH (60% in oil) in 10 ml of tetrahydrofuran and the mixture was stirred at room temperature for 30 minutes Then, 0.60 ml (0.0050 mol) of benzyl bromide was added and the mixture was stirred at room temperature for a further 2 hours. The reaction mixture was subsequently treated with water and extracted with diethyl ether. The organic phase was dried over MgSO4, concen... Reactants: CS(C)=O, N#Cc1ccc(Cl)nc1, [H-], [Na+], CC1(C)CC(=O)c2ccc(O)cc21. As a reaction SMILES: [CH3:25][S:26]([CH3:27])=[O:28].[Cl:16][c:17]1[n:18][cH:19][c:20]([C:21]#[N:22])[cH:23][cH:24]1.[H-:2].[Na+:1].[OH:3][c:4]1[cH:5][c:6]2[c:10]([cH:11][cH:12]1)[C:9](=[O:13])[CH2:8][C:7]2([CH3:14])[CH3:15]>>[O:3]([c:4]1[cH:5][c:6]2[c:10]([cH:11][cH:12]1)[C:9](=[O:13])[CH2:8][C:7]2([CH3:14])[CH3:15])[c:17]1[n:18][cH:19][c:20]([C:21]#[N:22])[cH:23][cH:24]1. Yields the product CC1(C)CC(=O)c2ccc(Oc3ccc(C#N)cn3)cc21.